Dataset: the Open Reaction Database (ORD), a public repository of structured organic reaction records. Task: describe an organic reaction: reactants, conditions, products, and yield Reactants: O (water), N-potassium, ClC=1C=C2C(C(=O)NC2=O)=CC1Cl (4-chloro-5-chlorophthalimide), CN(C=O)C (dimethylformamide), [N+](=O)([O-])C1=C(C(=O)Cl)C=C(C=C1)OC1=C(C=C(C=C1)C(F)(F)F)C#N (2-nitro-5-(2-cyano-4-trifluoromethylphenoxy)benzoyl chloride). Run at time 8 hour. Product: [N+](=O)([O-])C1=C(C(=O)N2C(C=3C(C2=O)=CC(=C(C3)Cl)C)=O)C=C(C=C1)OC1=C(C=C(C=C1)C(F)(F)F)C#N (N-[2-nitro-5-(2-cyano-4-trifluoromethylphenoxy)benzoyl]-4-methyl-5-chlorophthalimide). RXN SMILES: Cl[C:2]1[CH:3]=[C:4]2[C:9](=[O:10])[NH:8][C:6](=[O:7])[C:5]2=[CH:11][C:12]=1[Cl:13].[N+:14]([C:17]1[CH:25]=[CH:24][C:23]([O:26][C:27]2[CH:32]=[CH:31][C:30]([C:33]([F:36])([F:35])[F:34])=[CH:29][C:28]=2[C:37]#[N:38])=[CH:22][C:18]=1[C:19](Cl)=[O:20])([O-:16])=[O:15].O.[CH3:40]N(C)C=O>>[N+:14]([C:17]1[CH:25]=[CH:24][C:23]([O:26][C:27]2[CH:32]=[CH:31][C:30]([C:33]([F:36])([F:35])[F:34])=[CH:29][C:28]=2[C:37]#[N:38])=[CH:22][C:18]=1[C:19]([N:8]1[C:9](=[O:10])[C:4]2=[CH:3][C:2]([CH3:40])=[C:12]([Cl:13])[CH:11]=[C:5]2[C:6]1=[O:7])=[O:20])([O-:16])=[O:15]. Procedure details: The N-potassium salt of 4-chloro-5-chlorophthalimide (0.025 mole) dissolved in dimethylformamide (50 ml) and 2-nitro-5-(2-cyano-4-trifluoromethylphenoxy)benzoyl chloride (0.025 mole) are charged into a glass reaction vessel equipped with a mechanical stirrer and thermometer. The reaction mixture is stirred at room temperature for a period of about 8 hours. After this time the mixture is poured into water (150 ml) and is extracted twice with toluene. The toluene extracts are combined and stripped... The reactants are C[Si](CC(CC(=O)O)C#N)(C)C (4-(trimethylsilyl)-3-cyanobutanoic acid). The reagents and catalysts are [OH-].[Pd+2].[OH-] (palladium hydroxide). The solvent is CO (methanol). Product: NCC(CC(=O)O)C[Si](C)(C)C (4-amino-3-(trimethylsilylmethyl)butanoic acid). The yield is 94.4%. RXN SMILES: [CH3:1][Si:2]([CH3:12])([CH3:11])[CH2:3][CH:4]([C:9]#[N:10])[CH2:5][C:6]([OH:8])=[O:7]>CO.[OH-].[Pd+2].[OH-]>[NH2:10][CH2:9][CH:4]([CH2:3][Si:2]([CH3:11])([CH3:1])[CH3:12])[CH2:5][C:6]([OH:8])=[O:7] |f:2.3.4|. Reported procedure: A suspension of 4-(trimethylsilyl)-3-cyanobutanoic acid (178 mg, 0.962 mmol) and palladium hydroxide (20% on carbon, wetted with ca. 50% water, 36 mg) in methanol (10 ml) was subjected to catalytic reduction under a hydrogen atmosphere [0.45 MPa (gauge pressure)] for 48 hours. The reaction mixture was filtered through Celite, the solvent was evaporated, and then the residue was recrystallized to obtain 4-amino-3-(trimethylsilylmethyl)butanoic acid (172 mg, 95%) mentioned in the title as colorles...